Dataset: the Open Reaction Database (ORD), a public repository of structured organic reaction records. Task: describe an organic reaction: reactants, conditions, products, and yield Starting materials: CC(C)(C)OC(=O)NCCCN(CCCCNC(=O)C(CCO)NC(=O)OCc1ccccc1)C(=O)OC(C)(C)C, CO, [Pd]. Yields the product CC(C)(C)OC(=O)NCCCN(CCCCNC(=O)C(N)CCO)C(=O)OC(C)(C)C. Reaction SMILES: [CH2:1]([O:2][C:3](=[O:4])[NH:11][CH:12]([CH2:13][CH2:14][OH:15])[C:16](=[O:17])[NH:18][CH2:19][CH2:20][CH2:21][CH2:22][N:23]([CH2:24][CH2:25][CH2:26][NH:27][C:28](=[O:29])[O:30][C:31]([CH3:32])([CH3:33])[CH3:34])[C:35](=[O:36])[O:37][C:38]([CH3:39])([CH3:40])[CH3:41])[c:5]1[cH:6][cH:7][cH:8][cH:9][cH:10]1.[CH3:42][OH:43].[Pd:44]>>[NH2:11][CH:12]([CH2:13][CH2:14][OH:15])[C:16](=[O:17])[NH:18][CH2:19][CH2:20][CH2:21][CH2:22][N:23]([CH2:24][CH2:25][CH2:26][NH:27][C:28](=[O:29])[O:30][C:31]([CH3:32])([CH3:33])[CH3:34])[C:35](=[O:36])[O:37][C:38]([CH3:39])([CH3:40])[CH3:41]. The reactants are C(=O)(OC(C)(C)C)C1=CC=C(/C=C/C2=CC=C(C=C2)\C=C/C2=CC=C(C=C2)C(=O)OC(C)(C)C)C=C1 (Z,E-1,4-Bis-(4-carbo-tert.-butoxy-styryl)benzene), C1(=CC=C(C=C1)S(=O)(=O)O)C (p-toluenesulphonic acid). Solvent: C1(=CC=CC=C1)C (toluene). The product is C(=O)(O)C1=CC=C(/C=C/C2=CC=C(C=C2)\C=C/C2=CC=C(C=C2)C(=O)O)C=C1 (Z,E-1,4-Bis-(4-carboxy-styryl)-benzene). RXN SMILES: [C:1]([C:8]1[CH:36]=[CH:35][C:11](/[CH:12]=[CH:13]/[C:14]2[CH:19]=[CH:18][C:17](/[CH:20]=[CH:21]\[C:22]3[CH:27]=[CH:26][C:25]([C:28]([O:30]C(C)(C)C)=[O:29])=[CH:24][CH:23]=3)=[CH:16][CH:15]=2)=[CH:10][CH:9]=1)([O:3]C(C)(C)C)=[O:2].C1(C)C=CC(S(O)(=O)=O)=CC=1>C1(C)C=CC=CC=1>[C:28]([C:25]1[CH:24]=[CH:23][C:22](/[CH:21]=[CH:20]/[C:17]2[CH:18]=[CH:19][C:14](/[CH:13]=[CH:12]\[C:11]3[CH:35]=[CH:36][C:8]([C:1]([OH:3])=[O:2])=[CH:9][CH:10]=3)=[CH:15][CH:16]=2)=[CH:27][CH:26]=1)([OH:30])=[O:29]. Procedure details: 131 g of Z,E-1,4-Bis-(4-carbo-tert.-butoxy-styryl)benzene are boiled under reflux with 6.5 g of p-toluenesulphonic acid in 1 l of toluene for 3 hours. The reaction product is evaporated to dryness and heated for a further 4 hours with 30 g of NaOH in 300 ml of water and 600 ml of ethanol. The ethanol is distilled off and the residue is acidified (conc. HCl) after dilution with water. The product is suction filtered and dried.